This data is from the Open Reaction Database (ORD), a public repository of structured organic reaction records. The task is: describe an organic reaction: reactants, conditions, products, and yield Starting materials: ClCCl, CN(C)C=O, O=C(Cl)C(=O)Cl, Cc1c(F)c(F)c([N+](=O)[O-])c(C(=O)O)c1F. Product: Cc1c(F)c(F)c([N+](=O)[O-])c(C(=O)Cl)c1F. As a reaction SMILES: [CH2:23]([Cl:24])[Cl:25].[CH3:26][N:27]([CH3:28])[CH:29]=[O:30].[Cl:17][C:18]([C:19]([Cl:20])=[O:21])=[O:22].[F:1][c:2]1[c:3]([C:4](=[O:5])[OH:6])[c:7]([N+:14](=[O:15])[O-:16])[c:8]([F:13])[c:9]([F:12])[c:10]1[CH3:11]>>[F:1][c:2]1[c:3]([C:4](=[O:5])[Cl:17])[c:7]([N+:14](=[O:15])[O-:16])[c:8]([F:13])[c:9]([F:12])[c:10]1[CH3:11]. The reactants are C(CCCCCCCCC)NC(C=CC1=CC(=CC=C1)NC(\C=C/C(=O)O)=O)=O (N-decyl-3-(3-[cis-3-carboxypropenamido]phenyl)propenamide), C(C)N(CC)CCO (2-(N,N-diethylamino)ethanol), C(=O)(N1C=NC=C1)N1C=NC=C1 (carbonyldiimidazole), C(C)N(CC)CCO (2-(N,N-diethylamino)ethanol). Run in O1CCCC1 (tetrahydrofuran). The product is C(CCCCCCCCC)NC(C=CC1=CC(=CC=C1)NC(\C=C/C(=O)OCCN(CC)CC)=O)=O (N-Decyl-3-(3-[cis-3-(2-[N,N-diethylamino]ethoxycarbonyl)propenamido]phenyl)propenamide). RXN SMILES: [CH2:1]([NH:11][C:12](=[O:29])[CH:13]=[CH:14][C:15]1[CH:20]=[CH:19][CH:18]=[C:17]([NH:21][C:22](=[O:28])/[CH:23]=[CH:24]\[C:25]([OH:27])=[O:26])[CH:16]=1)[CH2:2][CH2:3][CH2:4][CH2:5][CH2:6][CH2:7][CH2:8][CH2:9][CH3:10].C(N1C=CN=C1)(N1C=CN=C1)=O.[CH2:42]([N:44]([CH2:47][CH2:48]O)[CH2:45][CH3:46])[CH3:43]>O1CCCC1>[CH2:1]([NH:11][C:12](=[O:29])[CH:13]=[CH:14][C:15]1[CH:20]=[CH:19][CH:18]=[C:17]([NH:21][C:22](=[O:28])/[CH:23]=[CH:24]\[C:25]([O:27][CH2:43][CH2:42][N:44]([CH2:47][CH3:48])[CH2:45][CH3:46])=[O:26])[CH:16]=1)[CH2:2][CH2:3][CH2:4][CH2:5][CH2:6][CH2:7][CH2:8][CH2:9][CH3:10]. Reported procedure: To a stirred solution of 800 mg. of N-decyl-3-(3-[cis-3-carboxypropenamido]phenyl)propenamide in 25 ml. of tetrahydrofuran is added 357 mg. of carbonyldiimidazole. The mixture is heated under reflux for 10 minutes, and then 258 mg. of 2-(N,N-diethylamino)ethanol is added. The mixture is again heated under reflux for 10 minutes, and then an additional 258 mg. of 2-(N,N-diethylamino)ethanol is added. The mixture is heated under reflux for 15 minutes and then it is cooled to room temperature. The s... Reactants: OC=1C=C(C=CC1)C1=C(C=NC2=C(C=CC=C12)C(F)(F)F)C(=O)C1=CC=CC=C1 ([4-(3-hydroxyphenyl)-8-(trifluoromethyl)quinolin-3-yl](phenyl)methanone), COC(CC1=CC=C(C=C1)CBr)=O ((4-bromomethyl-phenyl)-acetic acid methyl ester). The product is C(C1=CC=CC=C1)(=O)C=1C=NC2=C(C=CC=C2C1C=1C=C(OCC2=CC=C(C=C2)C(C(=O)OC)CC2=CC=C(C=C2)CC(=O)OC)C=CC1)C(F)(F)F (METHYL 2-[4-({3-[3-BENZOYL-8-(TRIFLUOROMETHYL)QUINOLIN-4-YL]PHENOXY}METHYL)PHENYL]-3-[4-(2-METHOXY-2-OXOETHYL)PHENYL]PROPANOATE). RXN SMILES: [OH:1][C:2]1[CH:3]=[C:4]([C:8]2[C:17]3[C:12](=[C:13]([C:18]([F:21])([F:20])[F:19])[CH:14]=[CH:15][CH:16]=3)[N:11]=[CH:10][C:9]=2[C:22]([C:24]2[CH:29]=[CH:28][CH:27]=[CH:26][CH:25]=2)=[O:23])[CH:5]=[CH:6][CH:7]=1.[CH3:30][O:31][C:32](=[O:42])[CH2:33][C:34]1[CH:39]=[CH:38][C:37]([CH2:40]Br)=[CH:36][CH:35]=1>>[C:22]([C:9]1[CH:10]=[N:11][C:12]2[C:17]([C:8]=1[C:4]1[CH:3]=[C:2]([CH:7]=[CH:6][CH:5]=1)[O:1][CH2:40][C:37]1[CH:38]=[CH:39][C:34]([CH:33]([CH2:40][C:37]3[CH:36]=[CH:35][C:34]([CH2:33][C:32]([O:31][CH3:30])=[O:42])=[CH:39][CH:38]=3)[C:32]([O:31][CH3:30])=[O:42])=[CH:35][CH:36]=1)=[CH:16][CH:15]=[CH:14][C:13]=2[C:18]([F:21])([F:19])[F:20])(=[O:23])[C:24]1[CH:25]=[CH:26][CH:27]=[CH:28][CH:29]=1. Procedure details: The title compound was prepared from [4-(3-hydroxyphenyl)-8-(trifluoromethyl)quinolin-3-yl](phenyl)methanone and (4-bromomethyl-phenyl)-acetic acid methyl ester according to the procedure of Example 41. MS (ESI) m/z 718; HRMS: calcd for C43H34F3NO6+H+, 718.24110; found (ESI, [M+H]+), 718.2444. Starting materials: 5, ClC=1C=CC=2N(N1)C(=CN2)I (6-Chloro-3-iodoimidazo[1,2-b]pyridazine), C1=C(C=CC2=CC=CC=C12)B(O)O (2-naphthylboronic acid). Product: ClC=1C=CC=2N(N1)C(=CN2)C2=CC1=CC=CC=C1C=C2 (6-chloro-3-naphthalen-2-ylimidazo[1,2-b]pyridazine). RXN SMILES: [Cl:1][C:2]1[CH:3]=[CH:4][C:5]2[N:6]([C:8](I)=[CH:9][N:10]=2)[N:7]=1.[CH:12]1[C:21]2[C:16](=[CH:17][CH:18]=[CH:19][CH:20]=2)[CH:15]=[CH:14][C:13]=1B(O)O>>[Cl:1][C:2]1[CH:3]=[CH:4][C:5]2[N:6]([C:8]([C:14]3[CH:13]=[CH:12][C:21]4[C:16](=[CH:17][CH:18]=[CH:19][CH:20]=4)[CH:15]=3)=[CH:9][N:10]=2)[N:7]=1. Reported procedure: 1.03 g of 6-chloro-3-naphthalen-2-ylimidazo[1,2-b]pyridazine were prepared from 5 3.5 g (12.52 mmol) of 6-chloro-3-iodoimidazo[1,2-b]pyridazine (Example 1.2) and 2.37 g (13.78 mmol) of 2-naphthylboronic acid (CAS No. 32316-92-0) in analogy to Example 1.4. The reactants are C(C)I (ethyl iodide), C([O-])([O-])=O.[Cs+].[Cs+] (cesium carbonate), C(C)(C)(C)OC(=O)NC1(CCC1)C1=CC=C(C=C1)C=1N=C2N(N=C(C=C2O)C(=O)OC)C1C1=CC=CC=C1 (methyl 2-(4-{1-[(tert-butoxycarbonyl)amino]cyclobutyl}phenyl)-8-hydroxy-3-phenylimidazo[1,2-b]pyridazine-6-carboxylate), ice water. Run in CN(C)C=O (DMF). Conditions: time 3 hour. Product: C(C)(C)(C)OC(=O)NC1(CCC1)C1=CC=C(C=C1)C=1N=C2N(N=C(C=C2OCC)C(=O)OC)C1C1=CC=CC=C1 (methyl 2-(4-{1-[(tert-butoxycarbonyl)amino]cyclobutyl}phenyl)-8-ethoxy-3-phenylimidazo[1,2-b]pyridazine-6-carboxylate). Isolated yield 42.0%. RXN SMILES: [C:1]([O:5][C:6]([NH:8][C:9]1([C:13]2[CH:18]=[CH:17][C:16]([C:19]3[N:20]=[C:21]4[C:26]([OH:27])=[CH:25][C:24]([C:28]([O:30][CH3:31])=[O:29])=[N:23][N:22]4[C:32]=3[C:33]3[CH:38]=[CH:37][CH:36]=[CH:35][CH:34]=3)=[CH:15][CH:14]=2)[CH2:12][CH2:11][CH2:10]1)=[O:7])([CH3:4])([CH3:3])[CH3:2].[CH2:39](I)[CH3:40].C(=O)([O-])[O-].[Cs+].[Cs+]>CN(C=O)C>[C:1]([O:5][C:6]([NH:8][C:9]1([C:13]2[CH:14]=[CH:15][C:16]([C:19]3[N:20]=[C:21]4[C:26]([O:27][CH2:39][CH3:40])=[CH:25][C:24]([C:28]([O:30][CH3:31])=[O:29])=[N:23][N:22]4[C:32]=3[C:33]3[CH:34]=[CH:35][CH:36]=[CH:37][CH:38]=3)=[CH:17][CH:18]=2)[CH2:10][CH2:11][CH2:12]1)=[O:7])([CH3:4])([CH3:2])[CH3:3] |f:2.3.4|. Reported procedure: A mixture of methyl 2-(4-{1-[(tert-butoxycarbonyl)amino]cyclobutyl}phenyl)-8-hydroxy-3-phenylimidazo[1,2-b]pyridazine-6-carboxylate that was in a manner analgous to that described for Intermediate Example Int-18 (0.16 g, 0.32 mmol), ethyl iodide (0.50 mL, 0.63 mmol, 2.0 equiv.) and cesium carbonate (0.31 g, 0.94 mmol, 3.0 equiv.) in DMF (6 mL) was stirred for 1 h at room temperature, followed by 3 h at 50° C. The reaction mixture was then added to ice water (20 mL). The aqueous mixture was extra... The reactants are Cc1c(C(=O)O)cnn1-c1ccc(Cl)cc1, CN(C)C1CCN(c2ccc(N)cc2C#N)CC1. Yields the product Cc1c(C(=O)Nc2ccc(N3CCC(N(C)C)CC3)c(C#N)c2)cnn1-c1ccc(Cl)cc1. RXN SMILES: [Cl:1][c:2]1[cH:3][cH:4][c:5](-[n:8]2[n:9][cH:10][c:11]([C:14](=[O:15])[OH:16])[c:12]2[CH3:13])[cH:6][cH:7]1.[NH2:17][c:18]1[cH:19][cH:20][c:21]([N:26]2[CH2:27][CH2:28][CH:29]([N:32]([CH3:33])[CH3:34])[CH2:30][CH2:31]2)[c:22]([C:23]#[N:24])[cH:25]1>>[Cl:1][c:2]1[cH:3][cH:4][c:5](-[n:8]2[n:9][cH:10][c:11]([C:14](=[O:16])[NH:17][c:18]3[cH:19][cH:20][c:21]([N:26]4[CH2:27][CH2:28][CH:29]([N:32]([CH3:33])[CH3:34])[CH2:30][CH2:31]4)[c:22]([C:23]#[N:24])[cH:25]3)[c:12]2[CH3:13])[cH:6][cH:7]1.